Dataset: the Open Reaction Database (ORD), a public repository of structured organic reaction records. Task: describe an organic reaction: reactants, conditions, products, and yield Procedure details: 1-Ethyl-7-fluoro-8-[4-(4-fluorophenyl)piperazin-1-yl]-4-oxo-1,4-dihydrobenzo-[b][1,8]naphthyridine-3-carboxylic acid was prepared under the conditions of Example 2, but from 1.75 g of 8-chloro-1-ethyl-7-fluoro-4-oxo-1,4-dihydrobenzo[b][1,8]naphthyridine-3-carboxylic acid and 3.6 g of 4-(4-fluorophenyl)piperazine in 18 cm3 of pyridine. The solid obtained was taken up in 10 cm3 of water and 1.9 cm3 of 10% acetic acid were added. The suspension was brought to approximately 100° C. The solidified pr... Yields the product C(C)N1C=C(C(C=2C=C3C(=NC12)C=C(C(=C3)F)N3CCN(CC3)C3=CC=C(C=C3)F)=O)C(=O)O (1-ethyl-7-fluoro-8-[4-(4-fluorophenyl)piperazin-1-yl]-4-oxo-1,4-dihydrobenzo[b][1,8]naphthyridine-3-carboxylic acid). RXN SMILES: Cl[C:2]1[C:3]([F:22])=[CH:4][C:5]2[C:6]([CH:21]=1)=[N:7][C:8]1[N:9]([CH2:19][CH3:20])[CH:10]=[C:11]([C:16]([OH:18])=[O:17])[C:12](=[O:15])[C:13]=1[CH:14]=2.[F:23][C:24]1[CH:29]=[CH:28][C:27]([N:30]2[CH2:35][CH2:34][NH:33][CH2:32][CH2:31]2)=[CH:26][CH:25]=1.C(O)(=O)C>N1C=CC=CC=1.O>[CH2:19]([N:9]1[C:8]2[N:7]=[C:6]3[CH:21]=[C:2]([N:33]4[CH2:32][CH2:31][N:30]([C:27]5[CH:26]=[CH:25][C:24]([F:23])=[CH:29][CH:28]=5)[CH2:35][CH2:34]4)[C:3]([F:22])=[CH:4][C:5]3=[CH:14][C:13]=2[C:12](=[O:15])[C:11]([C:16]([OH:18])=[O:17])=[CH:10]1)[CH3:20]. Isolated yield 67.1%. Reactants: ClC=1C(=CC=2C(=NC=3N(C=C(C(C3C2)=O)C(=O)O)CC)C1)F (8-chloro-1-ethyl-7-fluoro-4-oxo-1,4-dihydrobenzo[b][1,8]naphthyridine-3-carboxylic acid), FC1=CC=C(C=C1)N1CCNCC1 (4-(4-fluorophenyl)piperazine), C(C)(=O)O (acetic acid). Run in N1=CC=CC=C1 (pyridine), O (water). The reactants are CC(=O)OCc1ccc(C(=O)OC(C)(C)C)cc1[N+](=O)[O-], CCOC(C)=O, CO, [Cl-], NN, [Na+], O. The product is CC(C)(C)OC(=O)c1ccc(CO)c([N+](=O)[O-])c1. Reaction SMILES: [C:1](=[O:2])([CH3:3])[O:4][CH2:5][c:6]1[c:7]([N+:19](=[O:20])[O-:21])[cH:8][c:9]([C:10](=[O:11])[O:12][C:13]([CH3:14])([CH3:15])[CH3:16])[cH:17][cH:18]1.[CH3:25][CH2:26][O:27][C:28]([CH3:29])=[O:30].[CH3:33][OH:34].[Cl-:31].[NH2:23][NH2:24].[Na+:32].[OH2:22]>>[OH:4][CH2:5][c:6]1[c:7]([N+:19](=[O:20])[O-:21])[cH:8][c:9]([C:10](=[O:11])[O:12][C:13]([CH3:14])([CH3:15])[CH3:16])[cH:17][cH:18]1. Yield: 73.9%. Starting materials: [H-].[Na+] (sodium hydride), CN(CCO)C (N,N-dimethylethanolamine), NC1=NC=NC2=C(C(=CC=C12)N1C=C(C=2C(CC(CC12)(C)C)=O)C)F (1-(4-Amino-8-fluoro-quinazolin-7-yl)-3,6,6-trimethyl-1,5,6,7-tetrahydro-indol-4-one). RXN SMILES: [CH3:1][N:2]([CH3:6])[CH2:3][CH2:4][OH:5].[H-].[Na+].[NH2:9][C:10]1[C:19]2[C:14](=[C:15](F)[C:16]([N:20]3[C:28]4[CH2:27][C:26]([CH3:30])([CH3:29])[CH2:25][C:24](=[O:31])[C:23]=4[C:22]([CH3:32])=[CH:21]3)=[CH:17][CH:18]=2)[N:13]=[CH:12][N:11]=1>CN(C=O)C>[NH2:9][C:10]1[C:19]2[C:14](=[C:15]([O:5][CH2:4][CH2:3][N:2]([CH3:6])[CH3:1])[C:16]([N:20]3[C:28]4[CH2:27][C:26]([CH3:30])([CH3:29])[CH2:25][C:24](=[O:31])[C:23]=4[C:22]([CH3:32])=[CH:21]3)=[CH:17][CH:18]=2)[N:13]=[CH:12][N:11]=1 |f:1.2|. Solvent: CN(C)C=O (DMF). Procedure: In a microwave vial with a stir bar, N,N-dimethylethanolamine (101 mg, 1.13 mmol) is dissolved in DMF (5 mL). To this solution is added sodium hydride (60% suspension in mineral oil, 45 mg, 1.136 mmol) and the mixture stirred at room temperature for 5 minutes and 1-(4-Amino-8-fluoro-quinazolin-7-yl)-3,6,6-trimethyl-1,5,6,7-tetrahydro-indol-4-one (192 mg, 0.568 mmol) is added. The reaction is sealed and placed in the microwave reactor where it is heated to 150° C. for 30 minutes. The reaction is ... Reaction conditions: time 5 minute. Product: NC1=NC=NC2=C(C(=CC=C12)N1C=C(C=2C(CC(CC12)(C)C)=O)C)OCCN(C)C (1-[4-Amino-8-(2-dimethylamino-ethoxy)-quinazolin-7-yl]-3,6,6-trimethyl-1,5,6,7-tetrahydro-indol-4-one). Reactants: COC([C@H]1[C@@H](O1)C1=CC=C(C=C1)OC)=O ((2R,3S)-3-(4-methoxyphenyl)-2,3-epoxypropionic acid methyl ester), N (ammonia). Solvent: CN(C=O)C (N,N-dimethylformamide). Product: COC1=CC=C(C=C1)[C@H]1[C@H](C(=O)N)O1 ((2R,3S)-3-(4-methoxyphenyl)-2,3-epoxypropionamide). Isolated yield 85.0%. RXN SMILES: C[O:2][C:3](=O)[C@@H:4]1[O:6][C@H:5]1[C:7]1[CH:12]=[CH:11][C:10]([O:13][CH3:14])=[CH:9][CH:8]=1.[NH3:16]>CN(C)C=O>[CH3:14][O:13][C:10]1[CH:11]=[CH:12][C:7]([C@@H:5]2[O:6][C@H:4]2[C:3]([NH2:16])=[O:2])=[CH:8][CH:9]=1. Procedure: To a mixture of (2R,3S)-3-(4-methoxyphenyl)-2,3-epoxypropionic acid methyl ester (2.08 g) and N,N-dimethylformamide (3 ml) is added 28% aqueous ammonia (6.1 g) under ice-cooling. The mixture is reacted at room temperature for two hours, and the precipitated crystals are collected by filtration, washed with water, and dried at 50° C. to give (2R,3S)-3-(4-methoxyphenyl)-2,3-epoxypropionamide (1.64 g). Starting materials: CC1=C(N=C(O1)C1=CC=CC=C1)C1=C(C=CC(=C1)S(=O)(=O)OCC)C (ethyl 2-(5-methyl-2-phenyl-4-oxazolyl)-p-toluenesulfonate), [OH-].[Na+] (sodium hydroxide), [H-].[Na+] (Sodium hydride), OC1=CC=C(C=C1)CCC(=O)OC (methyl 3-(p-hydroxyphenyl)propionate), [H][H] (hydrogen). Run in CN(C=O)C (N,N-dimethylformamide), C(C)(=O)OCC (ethyl aceate), CCCCCC (n-hexane), CN(C=O)C (N,N-dimethylformamide). Conditions: time 5 hour. Product: CC1=C(N=C(O1)C1=CC=CC=C1)CCOC1=CC=C(C=C1)CCC(=O)OC (Methyl 3-[4-[2-(5-methyl-2-phenyl-4-oxazolyl)ethoxy]phenyl]propionate). The yield is 68.4%. RXN SMILES: [H-].[Na+].[OH:3][C:4]1[CH:9]=[CH:8][C:7]([CH2:10][CH2:11][C:12]([O:14][CH3:15])=[O:13])=[CH:6][CH:5]=1.[H][H].[CH3:18][C:19]1[O:23][C:22]([C:24]2[CH:29]=[CH:28][CH:27]=[CH:26][CH:25]=2)=[N:21][C:20]=1[C:30]1C=C(S(OCC)(=O)=O)C=C[C:31]=1C.[OH-].[Na+]>CCCCCC.CN(C)C=O.C(OCC)(=O)C>[CH3:18][C:19]1[O:23][C:22]([C:24]2[CH:25]=[CH:26][CH:27]=[CH:28][CH:29]=2)=[N:21][C:20]=1[CH2:30][CH2:31][O:3][C:4]1[CH:5]=[CH:6][C:7]([CH2:10][CH2:11][C:12]([O:14][CH3:15])=[O:13])=[CH:8][CH:9]=1 |f:0.1,5.6|. Procedure: Sodium hydride (60% in oil, 2.11 g, 88.1 mmol) was washed twice with n-hexane (10 ml) under a nitrogen atmosphere, suspended in N,N-dimethylformamide (50 ml) and ice-cooled. To this solution was added methyl 3-(p-hydroxyphenyl)propionate (15.9 g, 88.1 mol) over 15 min. After 10 min when hydrogen bubbling finished, a solution of ethyl 2-(5-methyl-2-phenyl-4-oxazolyl)-p-toluenesulfonate (20.0 g, 56.0 mmol) in N,N-dimethylformamide (50 ml) was added. The mixture was stirred at room temperature for ... Starting materials: NC[C@@H]1[C@H]2C[C@H]2CN1C(=O)C=1N=C(SC1C1=CC(=CC=C1)Cl)C (((1S,2S,5R)-2-Aminomethyl-3-aza-bicyclo[3.1.0]hex-3-yl)-[5-(3-chloro-phenyl)-2-methyl-thiazol-4-yl]-methanone), CC=1N2C(SC1C(=O)O)=NC=C2 (3-Methyl-imidazo[2,1-b]thiazole-2-carboxylic acid). Product: ClC=1C=C(C=CC1)C1=C(N=C(S1)C)C(=O)N1[C@@H]([C@H]2C[C@H]2C1)CNC(=O)C1=C(N2C(S1)=NC=C2)C (3-Methyl-imidazo[2,1-b]thiazole-2-carboxylic Acid{(1S,2S,5R)-3-[5-(3-chloro-phenyl)-2-methyl-thiazole-4-carbonyl]-3-aza-bicyclo[3.1.0]hex-2-ylmethyl}-amide). RXN SMILES: [NH2:1][CH2:2][C@H:3]1[N:8]([C:9]([C:11]2[N:12]=[C:13]([CH3:23])[S:14][C:15]=2[C:16]2[CH:21]=[CH:20][CH:19]=[C:18]([Cl:22])[CH:17]=2)=[O:10])[CH2:7][C@H:6]2[C@@H:4]1[CH2:5]2.[CH3:24][C:25]1[N:26]2[CH:35]=[CH:34][N:33]=[C:27]2[S:28][C:29]=1[C:30](O)=[O:31]>>[Cl:22][C:18]1[CH:17]=[C:16]([C:15]2[S:14][C:13]([CH3:23])=[N:12][C:11]=2[C:9]([N:8]2[CH2:7][C@H:6]3[C@H:4]([CH2:5]3)[C@H:3]2[CH2:2][NH:1][C:30]([C:29]2[S:28][C:27]3=[N:33][CH:34]=[CH:35][N:26]3[C:25]=2[CH3:24])=[O:31])=[O:10])[CH:21]=[CH:20][CH:19]=1. Procedure: prepared by reaction of ((1S,2S,5R)-2-Aminomethyl-3-aza-bicyclo[3.1.0]hex-3-yl)-[5-(3-chloro-phenyl)-2-methyl-thiazol-4-yl]-methanone with 3-Methyl-imidazo[2,1-b]thiazole-2-carboxylic acid. LC-MS (basic): tR=0.83 min; [M+H]+=512.3.